Dataset: the Open Reaction Database (ORD), a public repository of structured organic reaction records. Task: describe an organic reaction: reactants, conditions, products, and yield Product: OCC(C)(C)NS(=O)(=O)C1=CN=C(S1)C#CC=1C=NN2C1N=C(C=C2C(F)(F)F)C2=CC=C(C=C2)C(F)(F)F (2-[7-Trifluoromethyl-5-(4-trifluoromethyl-phenyl)-pyrazolo[1,5-a]pyrimidin-3-ylethynyl]-thiazole-5-sulfonic acid (2-hydroxy-1,1-dimethyl-ethyl)-amide), solid. Starting materials: C(#C)C=1C=NN2C1N=C(C=C2C(F)(F)F)C2=CC=C(C=C2)C(F)(F)F (3-ethynyl-7-trifluoromethyl-5-(4-trifluoromethyl-phenyl)-pyrazolo[1,5-a]pyrimidine), OCC(C)(C)NS(=O)(=O)C1=CN=C(S1)Cl (2-Chloro-thiazole-5-sulfonic acid (2-hydroxy-1,1-dimethyl-ethyl)-amide). The yield is 18.0%. As a reaction SMILES: [C:1]([C:3]1[CH:4]=[N:5][N:6]2[C:11]([C:12]([F:15])([F:14])[F:13])=[CH:10][C:9]([C:16]3[CH:21]=[CH:20][C:19]([C:22]([F:25])([F:24])[F:23])=[CH:18][CH:17]=3)=[N:8][C:7]=12)#[CH:2].[OH:26][CH2:27][C:28]([NH:31][S:32]([C:35]1[S:39][C:38](Cl)=[N:37][CH:36]=1)(=[O:34])=[O:33])([CH3:30])[CH3:29]>>[OH:26][CH2:27][C:28]([NH:31][S:32]([C:35]1[S:39][C:38]([C:2]#[C:1][C:3]2[CH:4]=[N:5][N:6]3[C:11]([C:12]([F:14])([F:13])[F:15])=[CH:10][C:9]([C:16]4[CH:21]=[CH:20][C:19]([C:22]([F:25])([F:24])[F:23])=[CH:18][CH:17]=4)=[N:8][C:7]=23)=[N:37][CH:36]=1)(=[O:34])=[O:33])([CH3:30])[CH3:29]. Reported procedure: The title compound was prepared from 3-ethynyl-7-trifluoromethyl-5-(4-trifluoromethyl-phenyl)-pyrazolo[1,5-a]pyrimidine (example C.1) (355 mg, 1.0 mmol) and 2-Chloro-thiazole-5-sulfonic acid (2-hydroxy-1,1-dimethyl-ethyl)-amide (example B.14) (244 mg, 0.9 mmol) according to general procedure II. Obtained as an orange solid (110 mg, 18%). MS (ISP) 590.3 [(M+H)+]; mp 252-253° C.